Dataset: the Open Reaction Database (ORD), a public repository of structured organic reaction records. Task: describe an organic reaction: reactants, conditions, products, and yield Starting materials: O.ON1N=NC2=C1C=CC=C2 (1-hydroxybenzotriazole hydrate), Cl.CN(CCCN=C=NCC)C (N-(3-dimethylaminopropyl)-N′-ethyl carbodiimide hydrochloride), ClC=1C=C(C=NC1)OC(C(=O)O)CC (2-(5-chloro-3-pyridyloxy)butyric acid), Cl.NCC(C#CC)C (4-aminomethyl-pent-2-yne hydrochloride). Run in CN(C=O)C (N,N-dimethyl formamide), C(C)N(CC)CC (triethylamine), O (water). Reaction conditions: time 5 minute. Product: ClC=1C=C(C=NC1)OC(C(=O)NC(C)(C#CC)C)CC (2-(5-chloro-3-pyridyloxy)-N-(2-methylpent-3-yn-2-yl)butyramide). RXN SMILES: Cl.N[CH2:3][CH:4]([CH3:8])[C:5]#[C:6][CH3:7].O.O[N:11]1C2C=CC=CC=2N=N1.Cl.CN(C)CCCN=C=NCC.[Cl:32][C:33]1[CH:34]=[C:35]([O:39][CH:40]([CH2:44][CH3:45])[C:41](O)=[O:42])[CH:36]=[N:37][CH:38]=1>CN(C)C=O.O.C(N(CC)CC)C>[Cl:32][C:33]1[CH:34]=[C:35]([O:39][CH:40]([CH2:44][CH3:45])[C:41]([NH:11][C:4]([CH3:3])([C:5]#[C:6][CH3:7])[CH3:8])=[O:42])[CH:36]=[N:37][CH:38]=1 |f:0.1,2.3,4.5|. Reported procedure: To a stirred solution of 4-aminomethyl-pent-2-yne hydrochloride (2.67 g; prepared as described below) in dry N,N-dimethyl formamide (150 ml) at ambient temperature was added dry triethylamine (4.2 ml). The mixture was stirred at ambient temperature for 5 minutes and 1-hydroxybenzotriazole hydrate (2.97 g), N-(3-dimethylaminopropyl)-N′-ethyl carbodiimide hydrochloride (4.22 g) and 2-(5-chloro-3-pyridyloxy)butyric acid (4.53 g) were added sequentially. The mixture was stirred at ambient temperatur... The reactants are NC=1C=CC=C2C=CC=NC12 (8-aminoquinoline), ClC1=C(C(=CC=C1)Cl)S(=O)(=O)Cl (2,6-dichlorobenzenesulfonyl chloride). Reagents/catalysts: CN(C)C=1C=CN=CC1 (DMAP). Product: ClC1=C(C(=CC=C1)Cl)S(=O)(=O)NC=1C=CC=C2C=CC=NC12 (2,6-Dichloro-N-quinolin-8-yl-benzenesulfonamide). The yield is 40.4%. As a reaction SMILES: [NH2:1][C:2]1[CH:3]=[CH:4][CH:5]=[C:6]2[C:11]=1[N:10]=[CH:9][CH:8]=[CH:7]2.[Cl:12][C:13]1[CH:18]=[CH:17][CH:16]=[C:15]([Cl:19])[C:14]=1[S:20](Cl)(=[O:22])=[O:21]>CN(C1C=CN=CC=1)C>[Cl:12][C:13]1[CH:18]=[CH:17][CH:16]=[C:15]([Cl:19])[C:14]=1[S:20]([NH:1][C:2]1[CH:3]=[CH:4][CH:5]=[C:6]2[C:11]=1[N:10]=[CH:9][CH:8]=[CH:7]2)(=[O:22])=[O:21]. Procedure details: In a similar fashion using route 14 general procedure 27, 8-aminoquinoline (100 mg, 0.70 mmol), 2,6-dichlorobenzenesulfonyl chloride (190 mg, 0.83 mmol) and DMAP (cat.) gave the title compound (100 mg, 41%) after purification by column chromatography with DCM as the eluent. Starting materials: CC1=CC=C(C=C1)S(=O)(=O)NC1=C(C=C(C(=C1)F)[N+](=O)[O-])F (N-(4-methylphenylsulfonyl)-2,5-difluoro-4-nitroaniline), S(O)(O)(=O)=O (sulfuric acid). The yield is 143.6%. Reported procedure: A stirred solution of 25.0 grams (0.076 mole) of N-(4-methylphenylsulfonyl)-2,5-difluoro-4-nitroaniline in 50 mL of water was cooled in an ice-water bath, and 150 mL of concentrated sulfuric acid was carefully added portionwise. Upon completion of the addition, the reaction mixture was heated to about 90° C., where it stirred for about four hours. The reaction mixture was then cooled and poured into wet ice. The resultant solid was collected by filtration and dried, yielding about 19.0 grams of ... Reaction conditions: temperature 90 celsius, time 4 hour. The solvent is O (water). RXN SMILES: CC1C=CC(S([NH:11][C:12]2[CH:17]=[C:16]([F:18])[C:15]([N+:19]([O-:21])=[O:20])=[CH:14][C:13]=2[F:22])(=O)=O)=CC=1.S(=O)(=O)(O)O>O>[F:22][C:13]1[CH:14]=[C:15]([N+:19]([O-:21])=[O:20])[C:16]([F:18])=[CH:17][C:12]=1[NH2:11]. Yields the product FC1=C(N)C=C(C(=C1)[N+](=O)[O-])F (2,5-difluoro-4-nitroaniline). The reactants are BrCCO[Si](C)(C)C(C)(C)C ((2-bromoethoxy)(tert-butyl)dimethylsilane), CC(C)([O-])C.[K+] (Potassium tert-butoxide), C1CCOC1 (THF), CC1(OB(OC1(C)C)C=1C=NNC1)C (4-(4,4,5,5-tetramethyl-1,3,2-dioxaborolan-2-yl)-1H-pyrazole). Solvent: CN(C=O)C (N,N-dimethylformamide), C(C)(=O)OCC (ethyl acetate). Conditions: time 5 minute. Yields the product [Si](C)(C)(C(C)(C)C)OCCN1N=CC(=C1)B1OC(C(O1)(C)C)(C)C (1-(2-{[tert-Butyl(dimethyl)silyl]oxy}ethyl)-4-(4,4,5,5-tetramethyl-1,3,2-dioxaborolan-2-yl)-1H-pyrazole). RXN SMILES: CC(C)([O-])C.[K+].C1COCC1.[CH3:12][C:13]1([CH3:25])[C:17]([CH3:19])([CH3:18])[O:16][B:15]([C:20]2[CH:21]=[N:22][NH:23][CH:24]=2)[O:14]1.Br[CH2:27][CH2:28][O:29][Si:30]([C:33]([CH3:36])([CH3:35])[CH3:34])([CH3:32])[CH3:31]>CN(C)C=O.C(OCC)(=O)C>[Si:30]([O:29][CH2:28][CH2:27][N:23]1[CH:24]=[C:20]([B:15]2[O:16][C:17]([CH3:18])([CH3:19])[C:13]([CH3:25])([CH3:12])[O:14]2)[CH:21]=[N:22]1)([C:33]([CH3:36])([CH3:35])[CH3:34])([CH3:32])[CH3:31] |f:0.1|. Procedure details: Potassium tert-butoxide (1.0 M) in THF (0.60 mL, 0.60 mmol) was added to a solution of 4-(4,4,5,5-tetramethyl-1,3,2-dioxaborolan-2-yl)-1H-pyrazole (0.1 g, 0.5 mmol) in N,N-dimethylformamide (1.5 mL) at 0° C. The reaction mixture was stirred at room temperature for 5 minutes, then cooled to 0° C. and treated with (2-bromoethoxy)(tert-butyl)dimethylsilane (0.2 mL, 0.8 mmol). The reaction was stirred at room temperature overnight, then diluted with ethyl acetate, washed with sat. NaHCO3, water, bri... Starting materials: N1=CC=C(C=C1)C1=C2CC(NC2=CC=C1)=O (4-Pyridin-4-yl-1,3-dihydroindol-2-one), C(=O)C1=C(C=C(N1)C(=O)O)C (5-formyl-4-methyl-1H-pyrrole-2-carboxylic acid). Product: CC=1C=C(NC1C=C1C(NC2=CC=CC(=C12)C1=CC=NC=C1)=O)C(=O)O (4-Methyl-5-(2-oxo-4-pyridin-4-yl-1,2-dihydroindol-3-ylidenemethyl)-1H-pyrrole-2-carboxylic Acid). Reaction SMILES: [N:1]1[CH:6]=[CH:5][C:4]([C:7]2[CH:15]=[CH:14][CH:13]=[C:12]3[C:8]=2[CH2:9][C:10](=[O:16])[NH:11]3)=[CH:3][CH:2]=1.[CH:17]([C:19]1[NH:23][C:22]([C:24]([OH:26])=[O:25])=[CH:21][C:20]=1[CH3:27])=O>>[CH3:27][C:20]1[CH:21]=[C:22]([C:24]([OH:26])=[O:25])[NH:23][C:19]=1[CH:17]=[C:9]1[C:8]2[C:12](=[CH:13][CH:14]=[CH:15][C:7]=2[C:4]2[CH:5]=[CH:6][N:1]=[CH:2][CH:3]=2)[NH:11][C:10]1=[O:16]. Procedure details: 4-Pyridin-4-yl-1,3-dihydroindol-2-one was condensed with 5-formyl-4-methyl-1H-pyrrole-2-carboxylic acid to give the title compound. Reactants: BrBr (bromine), CC1=CC=C(C=C1)B(O)O (4-methylphenylboronic acid), O (water), O (water), BrBr (bromine). Reagents/catalysts: N(=NC(C#N)(C)C)C(C#N)(C)C (azo(bisisobutyronitrile)). Solvent: CC(Cl)(Cl)Cl (methyl chloroform), CC(Cl)(Cl)Cl (methyl chloroform). Reaction conditions: time 30 minute. Yields the product anhydride, BrCC1=CC=C(C=C1)B(O)O (4-bromomethylphenylboronic acid). Yield: 67.5%. Reaction SMILES: [CH3:1][C:2]1[CH:7]=[CH:6][C:5]([B:8]([OH:10])[OH:9])=[CH:4][CH:3]=1.O.[Br:12]Br>CC(Cl)(Cl)Cl.N(C(C)(C)C#N)=NC(C)(C)C#N>[Br:12][CH2:1][C:2]1[CH:7]=[CH:6][C:5]([B:8]([OH:10])[OH:9])=[CH:4][CH:3]=1. Procedure: A mixture of 4-methylphenylboronic acid (27.2 g; 0.2 mole) in methyl chloroform (250 ml) was heated at reflux with azeotropic removal of water until approximately 2.5 ml of water was collected and a crystalline slurry was formed. A solution of azo(bisisobutyronitrile) (1.0 g) and bromine (32 g) in methyl chloroform (25 ml) was added to the refluxing slurry over 2-3 hours. The mixture was then refluxed until the bromine colour was discharged. The reaction mixture was allowed to cool and stirred a... The reactants are ClC1=CC=C(C=C1)N1CCN(CC1)CC(C(=O)N1CCC(CC1)NC1=CC(=C(C=C1)[N+](=O)[O-])C(F)(F)F)C (3-[4-(4-chloro-phenyl)-piperazin-1-yl]-2-methyl-1-[4-(4-nitro-3-trifluoromethyl-phenylamino)-piperidin-1-yl]-propan-1-one), COC=1C=CC(=CC1)P2(=S)SP(=S)(S2)C=3C=CC(=CC3)OC (Lawesson's reagent). The product is ClC1=CC=C(C=C1)N1CCN(CC1)CC(C(=S)N1CCC(CC1)NC1=CC(=C(C=C1)[N+](=O)[O-])C(F)(F)F)C (3-[4-(4-chloro-phenyl)-piperazin-1-yl]-2-methyl-1-[4-(4-nitro-3-trifluoromethyl-phenylamino)-piperidin-1-yl]-propane-1-thione). As a reaction SMILES: [Cl:1][C:2]1[CH:7]=[CH:6][C:5]([N:8]2[CH2:13][CH2:12][N:11]([CH2:14][CH:15]([CH3:38])[C:16]([N:18]3[CH2:23][CH2:22][CH:21]([NH:24][C:25]4[CH:30]=[CH:29][C:28]([N+:31]([O-:33])=[O:32])=[C:27]([C:34]([F:37])([F:36])[F:35])[CH:26]=4)[CH2:20][CH2:19]3)=O)[CH2:10][CH2:9]2)=[CH:4][CH:3]=1.COC1C=CC(P2(SP(C3C=CC(OC)=CC=3)(=S)S2)=[S:48])=CC=1>>[Cl:1][C:2]1[CH:7]=[CH:6][C:5]([N:8]2[CH2:13][CH2:12][N:11]([CH2:14][CH:15]([CH3:38])[C:16]([N:18]3[CH2:23][CH2:22][CH:21]([NH:24][C:25]4[CH:30]=[CH:29][C:28]([N+:31]([O-:33])=[O:32])=[C:27]([C:34]([F:37])([F:36])[F:35])[CH:26]=4)[CH2:20][CH2:19]3)=[S:48])[CH2:10][CH2:9]2)=[CH:4][CH:3]=1. Procedure details: 3-[4-(4-Chloro-phenyl)-piperazin-1-yl]-2-methyl-1-[4-(4-nitro-3-trifluoromethyl-phenylamino)-piperidin-1-yl]-propan-1-one (6 mg; 0.011 mmol, prepared in accordance with Example 61) is reacted with Lawesson's reagent (2 mg; 0.005 mmol) according to the general conditions described in Example 109. The desired product is obtained following purification by preparative HPLC (2 mg; 0.004 mmol). The structure was confirmed using Protocol I-B. Calculated mass=570; observed mass=570; HPLC retention time=...